Dataset: the Open Reaction Database (ORD), a public repository of structured organic reaction records. Task: describe an organic reaction: reactants, conditions, products, and yield Starting materials: CCO, Cl, [Fe], O=[N+]([O-])c1cccc(CN2CCOCC2)c1. Product: Nc1cccc(CN2CCOCC2)c1. RXN SMILES: [CH3:19][CH2:20][OH:21].[ClH:17].[Fe:18].[N+:1]([O-:2])(=[O:3])[c:4]1[cH:5][c:6]([CH2:7][N:8]2[CH2:9][CH2:10][O:11][CH2:12][CH2:13]2)[cH:14][cH:15][cH:16]1>>[NH2:1][c:4]1[cH:5][c:6]([CH2:7][N:8]2[CH2:9][CH2:10][O:11][CH2:12][CH2:13]2)[cH:14][cH:15][cH:16]1. Starting materials: CO, ClCCl, N=C(N)Nc1ccc(C(=O)O)cc1, O=S(Cl)Cl. The product is COC(=O)c1ccc(NC(=N)N)cc1. Reaction SMILES: [CH3:18][OH:19].[Cl:20][CH2:21][Cl:22].[NH:1]([C:2](=[NH:3])[NH2:4])[c:5]1[cH:6][cH:7][c:8]([C:9](=[O:10])[OH:11])[cH:12][cH:13]1.[S:14]([Cl:15])([Cl:16])=[O:17]>>[NH:1]([C:2](=[NH:3])[NH2:4])[c:5]1[cH:6][cH:7][c:8]([C:9]([O:10][CH3:18])=[O:11])[cH:12][cH:13]1. Starting materials: CCOC(C)=O, C1CCOC1, O=C(Cl)Oc1ccccc1, Nc1cccc2c1CC(O)CC2, c1ccncc1. Product: O=C(Nc1cccc2c1CC(O)CC2)Oc1ccccc1. As a reaction SMILES: [CH2:29]([O:30][C:31](=[O:32])[CH3:33])[CH3:34].[CH2:35]1[O:36][CH2:37][CH2:38][CH2:39]1.[Cl:19][C:20](=[O:21])[O:22][c:23]1[cH:24][cH:25][cH:26][cH:27][cH:28]1.[NH2:1][c:2]1[cH:3][cH:4][cH:5][c:6]2[c:11]1[CH2:10][CH:9]([OH:12])[CH2:8][CH2:7]2.[cH:13]1[cH:14][cH:15][n:16][cH:17][cH:18]1>>[NH:1]([c:2]1[cH:3][cH:4][cH:5][c:6]2[c:11]1[CH2:10][CH:9]([OH:12])[CH2:8][CH2:7]2)[C:20](=[O:21])[O:22][c:23]1[cH:24][cH:25][cH:26][cH:27][cH:28]1. The reactants are CCOC(=O)COCCN1CCN2c3ccccc3Cc3ccccc3C2C1, CCO, Cl, [Na+], [OH-], O. Product: O=C(O)COCCN1CCN2c3ccccc3Cc3ccccc3C2C1. As a reaction SMILES: [CH2:4]1[N:5]([CH2:23][CH2:24][O:25][CH2:26][C:27](=[O:28])[O:29][CH2:30][CH3:31])[CH2:6][CH2:7][N:8]2[CH:9]1[c:10]1[c:11]([cH:19][cH:20][cH:21][cH:22]1)[CH2:12][c:13]1[c:14]2[cH:15][cH:16][cH:17][cH:18]1.[CH3:33][CH2:34][OH:35].[ClH:32].[Na+:2].[OH-:1].[OH2:3]>>[CH2:4]1[N:5]([CH2:23][CH2:24][O:25][CH2:26][C:27](=[O:28])[OH:29])[CH2:6][CH2:7][N:8]2[CH:9]1[c:10]1[c:11]([cH:19][cH:20][cH:21][cH:22]1)[CH2:12][c:13]1[c:14]2[cH:15][cH:16][cH:17][cH:18]1. Starting materials: FC(C(/C=C/C1=CC=C(OCC(=O)OC(C)(C)C)C=C1)=O)(F)F ((E)-4-(4,4,4-trifluoro-3-oxo-1-butenyl)phenoxyacetic acid, 1,1-dimethylethyl ester), FC(C(=O)O)(F)F (trifluoroacetic acid). Solvent: ClCCl (dichloromethane). Reaction conditions: temperature 22 celsius, time 4 hour. The product is FC(C(/C=C/C1=CC=C(OCC(=O)O)C=C1)=O)(F)F ((E)-4-(4,4,4,-trifluoro-3oxo-1-butenyl)phenoxyacetic acid). The yield is 98.6%. RXN SMILES: [F:1][C:2]([F:23])([F:22])[C:3](=[O:21])/[CH:4]=[CH:5]/[C:6]1[CH:20]=[CH:19][C:9]([O:10][CH2:11][C:12]([O:14]C(C)(C)C)=[O:13])=[CH:8][CH:7]=1.FC(F)(F)C(O)=O>ClCCl>[F:1][C:2]([F:22])([F:23])[C:3](=[O:21])/[CH:4]=[CH:5]/[C:6]1[CH:20]=[CH:19][C:9]([O:10][CH2:11][C:12]([OH:14])=[O:13])=[CH:8][CH:7]=1. Procedure details: A solution of (E)-4-(4,4,4-trifluoro-3-oxo-1-butenyl)phenoxyacetic acid, 1,1-dimethylethyl ester (1.578 g, 4.77 mmol) in dichloromethane (90 ml) was treated with trifluoroacetic acid (10 ml) and stirred at 22° C. for 4 h. The solvent and excess reagent were evaporated under reduced pressure and the last traces of trifluoroacetic acid were co-evaporated with toluene. Crystallization of the residue from ethyl acetate-hexane gave 1.29 g (98%) of the title material as white cubes: mp 156-156.5° C. Reactants: O=C(n1ccnc1)n1ccnc1, CCn1cc(C(=O)O)c(=O)c2c3ccccc3oc(=O)c21, CN(C)C=O, Nc1nnn[nH]1, O. The product is CCn1cc(C(=O)Nc2nnn[nH]2)c(=O)c2c3ccccc3oc(=O)c21. As a reaction SMILES: [C:22]([n:23]1[cH:24][cH:25][n:26][cH:27]1)([n:28]1[cH:29][cH:30][n:31][cH:32]1)=[O:33].[CH2:1]([CH3:2])[n:3]1[c:4]2[c:5]([c:6](=[O:12])[c:7]([C:9](=[O:10])[OH:11])[cH:8]1)[c:13]1[c:14]([o:15][c:16]2=[O:17])[cH:18][cH:19][cH:20][cH:21]1.[CH3:41][N:42]([CH3:43])[CH:44]=[O:45].[NH2:35][c:36]1[n:37][n:38][n:39][nH:40]1.[OH2:34]>>[CH2:1]([CH3:2])[n:3]1[c:4]2[c:5]([c:6](=[O:12])[c:7]([C:9](=[O:10])[NH:35][c:36]3[n:37][n:38][n:39][nH:40]3)[cH:8]1)[c:13]1[c:14]([o:15][c:16]2=[O:17])[cH:18][cH:19][cH:20][cH:21]1. Starting materials: C=CCS(=O)C1CC(=O)N1C(C(=O)OCc1ccc([N+](=O)[O-])cc1)C(=S)Oc1ccc(OC)cc1, C1COCCO1, c1ccc(P(c2ccccc2)c2ccccc2)cc1. Yields the product COc1ccc(OC2=C(C(=O)OCc3ccc([N+](=O)[O-])cc3)N3C(=O)CC3S2)cc1. As a reaction SMILES: [CH2:1]([S:2](=[O:3])[CH:6]1[CH2:7][C:8](=[O:35])[N:9]1[CH:10]([C:11](=[O:12])[O:13][CH2:14][c:15]1[cH:16][cH:17][c:18]([N+:21](=[O:22])[O-:23])[cH:19][cH:20]1)[C:24](=[S:25])[O:26][c:27]1[cH:28][cH:29][c:30]([O:33][CH3:34])[cH:31][cH:32]1)[CH:4]=[CH2:5].[O:55]1[CH2:56][CH2:57][O:58][CH2:59][CH2:60]1.[c:36]1([P:37]([c:38]2[cH:39][cH:40][cH:41][cH:42][cH:43]2)[c:44]2[cH:45][cH:46][cH:47][cH:48][cH:49]2)[cH:50][cH:51][cH:52][cH:53][cH:54]1>>[CH:6]12[CH2:7][C:8](=[O:35])[N:9]1[C:10]([C:11](=[O:12])[O:13][CH2:14][c:15]1[cH:16][cH:17][c:18]([N+:21](=[O:22])[O-:23])[cH:19][cH:20]1)=[C:24]([O:26][c:27]1[cH:28][cH:29][c:30]([O:33][CH3:34])[cH:31][cH:32]1)[S:25]2. The solvent is O1CCCC1 (tetrahydrofuran). Isolated yield 36.9%. As a reaction SMILES: [Si]([O:8][C@H:9]1[CH2:18][C@H:17]([O:19][C:20](=[O:33])[CH:21]([O:24][C:25]2[C:30]([Br:31])=[CH:29][CH:28]=[CH:27][C:26]=2[Br:32])[CH2:22][CH3:23])[C@H:16]2[C:11]([CH:12]=[CH:13][C@H:14]([CH3:51])[C@@H:15]2[CH2:34][CH2:35][C@H:36]2[O:41][C:40](=[O:42])[CH2:39][C@H:38]([O:43][Si](C(C)(C)C)(C)C)[CH2:37]2)=[CH:10]1)(C(C)(C)C)(C)C.[F-].C([N+](CCCC)(CCCC)CCCC)CCC>O1CCCC1>[OH:8][C@H:9]1[CH2:18][C@H:17]([O:19][C:20](=[O:33])[CH:21]([O:24][C:25]2[C:26]([Br:32])=[CH:27][CH:28]=[CH:29][C:30]=2[Br:31])[CH2:22][CH3:23])[C@H:16]2[C:11]([CH:12]=[CH:13][C@H:14]([CH3:51])[C@@H:15]2[CH2:34][CH2:35][C@H:36]2[O:41][C:40](=[O:42])[CH2:39][C@H:38]([OH:43])[CH2:37]2)=[CH:10]1 |f:1.2|. Procedure details: A procedure similar to that described in Example 2, above, was followed, but using 1.36 g of ([1S,2S,6S,8S,8aR]-2-{1,2,6,7,8,8a-hexahydro-6-t-butyldimethylsilyloxy-8-[(2RS)-2-(2,6-dibromophenoxy)butyryloxy]-2-methyl-1-naphthyl}ethyl)tetrahydro-4-t-butyldimethylsilyloxy-2H-pyran-2-one [prepared as described in Example 43, above] and 37.5 ml of a 1.0 molar solution of tetrabutylammonium fluoride in tetrahydrofuran, to give 0.37 g of the title compound as white crystals, melting at between 114° and... Reactants: [Si](C)(C)(C(C)(C)C)O[C@@H]1C=C2C=C[C@@H]([C@@H]([C@H]2[C@H](C1)OC(C(CC)OC1=C(C=CC=C1Br)Br)=O)CC[C@@H]1C[C@H](CC(O1)=O)O[Si](C)(C)C(C)(C)C)C ((4R,6R)-6-([1S,2S,6S,8S,8aR]-2-{1,2,6,7,8,8a-Hexahydro-6-t-butyldimethylsilyloxy-8-[(2RS)-2-(2,6-dibromophenoxy)butyryloxy]-2-methyl-1-naphthyl}ethyl)tetrahydro-4-t-butyldimethylsilyloxy-2H-pyran-2-one), solution, [F-].C(CCC)[N+](CCCC)(CCCC)CCCC (tetrabutylammonium fluoride). Product: O[C@@H]1C=C2C=C[C@@H]([C@@H]([C@H]2[C@H](C1)OC(C(CC)OC1=C(C=CC=C1Br)Br)=O)CC[C@@H]1C[C@H](CC(O1)=O)O)C ((4R,6R)-6-([1S,2S,6S,8S,8aR]-2-{1,2,6,7,8,8a-Hexahydro-6-hydroxy-8-[(2 RS)-2-(2,6-dibromophenoxy)butyryloxy]-2-methyl-1-naphthyl}ethyl)tetrahydro-4-hydroxy-2H-pyran-2-one). Reactants: C(C)(C)(C)OC(NC1CCNCC1)=O (Piperidin-4-yl-carbamic acid tert-butyl ester), ClC1=NC=C(C=C1)C(F)(F)F (2-chloro-5-trifluoromethyl-pyridine), C([O-])([O-])=O.[K+].[K+] (potassium carbonate). Run in CS(=O)C (dimethylsulfoxide), C(C)OCC (diethyl ether), ClCCl (dichloromethane), FC(C(=O)O)(F)F (trifluoroacetic acid). Run at temperature 100 celsius, time 7 hour. Product: [Cl-].FC(C=1C=CC(=NC1)N1CCC(CC1)[NH3+])(F)F (5′-trifluoromethyl-3,4,5,6-tetrahydro-2H-[1,2]bipyridinyl-4-yl-ammonium chloride). Yield: 62.0%. Reaction SMILES: C(OC(=O)[NH:7][CH:8]1[CH2:13][CH2:12][NH:11][CH2:10][CH2:9]1)(C)(C)C.[Cl:15][C:16]1[CH:21]=[CH:20][C:19]([C:22]([F:25])([F:24])[F:23])=[CH:18][N:17]=1.C(=O)([O-])[O-].[K+].[K+]>CS(C)=O.C(OCC)C.ClCCl.FC(F)(F)C(O)=O>[Cl-:15].[F:23][C:22]([F:25])([F:24])[C:19]1[CH:20]=[CH:21][C:16]([N:11]2[CH2:10][CH2:9][CH:8]([NH3+:7])[CH2:13][CH2:12]2)=[N:17][CH:18]=1 |f:2.3.4,9.10|. Reported procedure: Piperidin-4-yl-carbamic acid tert-butyl ester (3.0 mmol), 2-chloro-5-trifluoromethyl-pyridine (3.0 mmol) and potassium carbonate (8.0 mmol) are dissolved in dimethylsulfoxide (10 mL), and the resulting mixture is stirred at 100° C. for 7 hours. After cooling to room temperature, the mixture is diluted with diethyl ether (30 mL), the precipitate removed by filtration and the filtrate is washed with aqueous saturated sodium hydrogencarbonate solution (2×10 mL). The organic phase is dried over magn... Starting materials: C(C)(C)OC(=O)N=NC(=O)OC(C)C.C1(=CC=CC=C1)C (azodicarboxylic acid diisopropyl ester toluene), C[C@@H](CCCCCC)O ((S)-2-octanol), C1(=CC=CC=C1)P(C1=CC=CC=C1)C1=CC=CC=C1 (triphenylphosphine), C(C1=CC=CC=C1)(=O)O (benzoic acid). Run in O (Water), C1CCOC1 (THF), C1CCOC1 (THF). Reaction conditions: time 2 hour. Yields the product C(C1=CC=CC=C1)(=O)O[C@H](C)CCCCCC ((R)-2-benzoyloxyoctane), C[C@@H](CCCCCC)O ((S)-2-octanol). RXN SMILES: [CH3:1][C@H:2]([OH:9])[CH2:3][CH2:4][CH2:5][CH2:6][CH2:7][CH3:8].C1(P(C2C=CC=CC=2)C2C=CC=CC=2)C=CC=CC=1.[C:29](O)(=[O:36])[C:30]1[CH:35]=[CH:34][CH:33]=[CH:32][CH:31]=1.C(OC(N=NC(OC(C)C)=O)=O)(C)C.C1(C)C=CC=CC=1>C1COCC1.O>[C:29]([O:9][C@@H:2]([CH2:3][CH2:4][CH2:5][CH2:6][CH2:7][CH3:8])[CH3:1])(=[O:36])[C:30]1[CH:35]=[CH:34][CH:33]=[CH:32][CH:31]=1.[CH3:1][C@H:2]([OH:9])[CH2:3][CH2:4][CH2:5][CH2:6][CH2:7][CH3:8] |f:3.4|. Procedure details: After (S)-2-octanol (300 mg, 2.30 mmol), triphenylphosphine (728 mg, 2.76 mmol), benzoic acid (338 mg, 2.76 mmol), and THF (12 ml) were added to a 50 ml flask, a 40% azodicarboxylic acid diisopropyl ester-toluene solution (1.45 ml, 2.76 mmol) dissolved in THF (6 ml) was added dropwise thereto at 20° C., and the reaction was allowed to proceed for two hours. Water (0.5 mL) was added, and concentration was carried out. Then, water (10 ml) was added to the solution, and extraction was carried out u...